This data is from the Open Reaction Database (ORD), a public repository of structured organic reaction records. The task is: describe an organic reaction: reactants, conditions, products, and yield The reactants are CS(=O)(=O)OC(C)C1=CC(=C(C=C1)[N+](=O)[O-])C (1-(3-Methyl-4-nitrophenyl)-ethyl methanesulfonate), FC(C1=NNC=C1)(F)F (3-trifluoromethyl-1H-pyrazole), C([O-])([O-])=O.[K+].[K+] (potassium carbonate), C1COCCOCCOCCOCCOCCO1 (18-crown-6). The solvent is C(C)#N (acetonitrile), O (water). The product is CC=1C=C(C=CC1[N+](=O)[O-])C(C)N1N=C(C=C1)C(F)(F)F (1-[1-(3-methyl-4-nitrophenyl)-ethyl]-3-trifluoromethyl-1H-pyrazole). Yield: 66.7%. As a reaction SMILES: CS(O[CH:6]([C:8]1[CH:13]=[CH:12][C:11]([N+:14]([O-:16])=[O:15])=[C:10]([CH3:17])[CH:9]=1)[CH3:7])(=O)=O.[F:18][C:19]([F:26])([F:25])[C:20]1[CH:24]=[CH:23][NH:22][N:21]=1.C(=O)([O-])[O-].[K+].[K+].C1OCCOCCOCCOCCOCCOC1>C(#N)C.O>[CH3:17][C:10]1[CH:9]=[C:8]([CH:6]([N:22]2[CH:23]=[CH:24][C:20]([C:19]([F:26])([F:25])[F:18])=[N:21]2)[CH3:7])[CH:13]=[CH:12][C:11]=1[N+:14]([O-:16])=[O:15] |f:2.3.4|. Reported procedure: 1-(3-Methyl-4-nitrophenyl)-ethyl methanesulfonate (2.59 g), 3-trifluoromethyl-1H-pyrazole (1.09 g), potassium carbonate (1.66 g) and 18-crown-6 (0.26 g) were refluxed in acetonitrile (100 ml) for 6 hours. After finishing the reaction, water (100 ml) was added to the mixture and extracted with ethyl acetate. The organic layer was washed with saturated aqueous solution of sodium bicarbonate and then dried with anhydrous sodium sulfate. After distilling off the solvent, the obtained residue was pur... Procedure details: Reaction and post treatment were carried out in the same manner as in Reference example 45-(b) except for using 7.65 g (32.4 mmol) of ethyl 4-benzyloxy-3-oxobutyrate in place of ethyl 4-(4-methoxybenzyloxy)-3-oxobutyrate, and using 8.45 g (27 mmol) of 2-bromo-1-(3-cyclopentoxy-4-methoxyphenyl)ethanone obtained in Reference example 47-(a) in place of 2-bromo-1-(3-cyclopropylmethoxy-4-difluoromethoxyphenyl)ethanone, respectively, whereby 9.49 g of the title compound was obtained as a yellowish oil... As a reaction SMILES: [CH2:1]([O:8][CH2:9][C:10](=[O:17])[CH2:11][C:12]([O:14][CH2:15][CH3:16])=[O:13])[C:2]1[CH:7]=[CH:6][CH:5]=[CH:4][CH:3]=1.Br[CH2:19][C:20]([C:22]1[CH:27]=[CH:26][C:25]([O:28][CH3:29])=[C:24]([O:30][CH:31]2[CH2:35][CH2:34][CH2:33][CH2:32]2)[CH:23]=1)=[O:21].BrCC(C1C=CC(OC(F)F)=C(OCC2CC2)C=1)=O>>[CH2:1]([O:8][CH2:9][C:10](=[O:17])[CH:11]([CH2:19][C:20]([C:22]1[CH:27]=[CH:26][C:25]([O:28][CH3:29])=[C:24]([O:30][CH:31]2[CH2:35][CH2:34][CH2:33][CH2:32]2)[CH:23]=1)=[O:21])[C:12]([O:14][CH2:15][CH3:16])=[O:13])[C:2]1[CH:7]=[CH:6][CH:5]=[CH:4][CH:3]=1. Product: C(C1=CC=CC=C1)OCC(C(C(=O)OCC)CC(=O)C1=CC(=C(C=C1)OC)OC1CCCC1)=O (Ethyl 4-benzyloxy-2-[2-(3-cyclopentoxy-4-methoxyphenyl)-2-oxoethyl]-3-oxobutyrate). Starting materials: C(C1=CC=CC=C1)OCC(CC(=O)OCC)=O (ethyl 4-benzyloxy-3-oxobutyrate), BrCC(=O)C1=CC(=C(C=C1)OC)OC1CCCC1 (2-bromo-1-(3-cyclopentoxy-4-methoxyphenyl)ethanone), BrCC(=O)C1=CC(=C(C=C1)OC(F)F)OCC1CC1 (2-bromo-1-(3-cyclopropylmethoxy-4-difluoromethoxyphenyl)ethanone). Yield: 75.0%. Starting materials: N(=O)OC(C)(C)C (t-Butyl nitrite), NC1=NN(C=C1C1C(C1)(Br)Br)C1=C(C=C(C=C1Cl)C(F)(F)F)Cl (3-Amino-4-(2,2-dibromocyclopropyl)-1-(2,6-dichloro-4-trifluoromethylphenyl)pyrazole). Solvent: O1CCCC1 (tetrahydrofuran). Reaction conditions: time 1 hour. Yields the product BrC1(C(C1)C=1C=NN(C1)C1=C(C=C(C=C1Cl)C(F)(F)F)Cl)Br (4-(2,2-Dibromocyclopropyl)-1-(2,6-dichloro-4-trifluoromethylphenyl)pyrazole). RXN SMILES: N(OC(C)(C)C)=O.N[C:9]1[C:13]([CH:14]2[CH2:16][C:15]2([Br:18])[Br:17])=[CH:12][N:11]([C:19]2[C:24]([Cl:25])=[CH:23][C:22]([C:26]([F:29])([F:28])[F:27])=[CH:21][C:20]=2[Cl:30])[N:10]=1>O1CCCC1>[Br:18][C:15]1([Br:17])[CH2:16][CH:14]1[C:13]1[CH:9]=[N:10][N:11]([C:19]2[C:24]([Cl:25])=[CH:23][C:22]([C:26]([F:28])([F:29])[F:27])=[CH:21][C:20]=2[Cl:30])[CH:12]=1. Reported procedure: t-Butyl nitrite (0.12 ml) was added dropwise to a stirred, ice-cooled solution of the title compound of Example 8 (0.25 g) in tetrahydrofuran (5 ml). The reaction mixture was then allowed to warm to room temperature, stirred for 1 hour, heated under reflux for 30 minutes, allowed to cool and partitioned between ether and water. The aqueous phase was separated and extracted with ether, then the combined ether solutions washed with brine, dried (Na2SO4) and evaporated under reduced pressure. Purif... Reactants: FC(C(=O)O)(F)F.C(C1=CC=CC=C1)OC(C(CC=1SC(=CC1)C(=O)OC1=C(C=C(C=C1)C(N)=N)F)(CC)CC)=O (3-[5-(4-Amidino-2-fluorophenoxycarbonyl)thiophen-2-yl]-2,2-diethylpropanoic acid benzyl ester trifluoroacetic acid salt). The reagents and catalysts are [OH-].[Pd+2].[OH-] (palladium hydroxide). The solvent is CC(C)O (2-propanol), O (water). Reaction conditions: time 8 hour. Product: FC(C(=O)O)(F)F.C(N)(=N)C1=CC(=C(OC(=O)C2=CC=C(S2)CC(C(=O)O)(CC)CC)C=C1)F (3-[5-(4-amidino-2-fluorophenoxycarbonyl)thiophen-2-yl]-2,2-diethylpropanoic acid trifluoroacetic acid salt). Yield: 98.8%. RXN SMILES: [F:1][C:2]([F:7])([F:6])[C:3]([OH:5])=[O:4].C([O:15][C:16](=[O:41])[C:17]([CH2:39][CH3:40])([CH2:37][CH3:38])[CH2:18][C:19]1[S:20][C:21]([C:24]([O:26][C:27]2[CH:32]=[CH:31][C:30]([C:33](=[NH:35])[NH2:34])=[CH:29][C:28]=2[F:36])=[O:25])=[CH:22][CH:23]=1)C1C=CC=CC=1>CC(O)C.O.[OH-].[Pd+2].[OH-]>[F:1][C:2]([F:7])([F:6])[C:3]([OH:5])=[O:4].[C:33]([C:30]1[CH:31]=[CH:32][C:27]([O:26][C:24]([C:21]2[S:20][C:19]([CH2:18][C:17]([CH2:39][CH3:40])([CH2:37][CH3:38])[C:16]([OH:41])=[O:15])=[CH:23][CH:22]=2)=[O:25])=[C:28]([F:36])[CH:29]=1)(=[NH:34])[NH2:35] |f:0.1,4.5.6,7.8|. Procedure: 3-[5-(4-Amidino-2-fluorophenoxycarbonyl)thiophen-2-yl]-2,2-diethylpropanoic acid benzyl ester trifluoroacetic acid salt (4.3 g, 7.21 mmol) was dissolved in 2-propanol (160 mL) and water (40 mL), palladium hydroxide (0.9 g) was added, and the mixture was stirred at room temperature overnight under a hydrogen atmosphere. The reaction mixture was filtered through celite, and the filtrate was concentrated under reduced pressure. Water and acetonitrile was added to the residue, the mixture was lyophi... Reactants: C(CCCCCCCCCCC)OC1=CC=C(C(=O)O)C=C1 (p-dodecyloxy benzoic acid), S(=O)(Cl)Cl (thionyl chloride), C1(=CC=CC=C1)C (toluene), S(=O)(Cl)Cl (thionyl chloride), CN(C=O)C (dimethylformamide), C1(=CC=CC=C1)C (toluene). Product: C(CCCCCCCCCCC)C1=CC=C(C(=O)Cl)C=C1 (p-dodecyl Benzoyl Chloride). As a reaction SMILES: [CH2:1](OC1C=CC(C(O)=O)=CC=1)[CH2:2][CH2:3][CH2:4][CH2:5][CH2:6][CH2:7][CH2:8][CH2:9][CH2:10][CH2:11]C.S(Cl)([Cl:25])=O.CN(C)[CH:29]=[O:30].[C:32]1([CH3:38])[CH:37]=[CH:36][CH:35]=[CH:34][CH:33]=1>>[CH2:38]([C:32]1[CH:37]=[CH:36][C:35]([C:29]([Cl:25])=[O:30])=[CH:34][CH:33]=1)[CH2:1][CH2:2][CH2:3][CH2:4][CH2:5][CH2:6][CH2:7][CH2:8][CH2:9][CH2:10][CH3:11]. Procedure details: In a 3 L-three-neck flask equipped with a mechanical stirrer, a thermometer, a condenser tube and a dropping funnel, 200 g of p-dodecyloxy benzoic acid (produced by Wako Pure Chemical Industries, Ltd.) and 300 mL of toluene were placed, and stirred at room temperature. In the flask, 240 g of thionyl chloride (produced by Wako Pure Chemical Industries, Ltd.) and 10 mL of dimethylformamide were gradually and dropwise added to it, and after the addition, this was further stirred at 80° C. for one h... Reactants: ClC1=NN(C(C=C1)=O)CC(=O)O ([3-Chloro-6-oxopyridazin-1(6H)-yl]acetic acid). Reagents/catalysts: [Pd] (Pd/C). Run in CO (methanol). Run at time 1 hour. Yields the product O=C1C=CC=NN1CC(=O)O ([6-oxopyridazin-1(6H)-yl]acetic acid). RXN SMILES: Cl[C:2]1[CH:7]=[CH:6][C:5](=[O:8])[N:4]([CH2:9][C:10]([OH:12])=[O:11])[N:3]=1>CO.[Pd]>[O:8]=[C:5]1[N:4]([CH2:9][C:10]([OH:12])=[O:11])[N:3]=[CH:2][CH:7]=[CH:6]1. Reported procedure: [3-Chloro-6-oxopyridazin-1(6H)-yl]acetic acid (1.00 g, 5.30 mmol) in methanol (40 mL) was added 100 mg of 10% Pd/C. After the reaction mixture was stirred at ambient temperature under a H2 balloon for 1 h, the Pd was filtered off through celite. The filtrate was concentrated in vacuo and purified by reverse phase HPLC (TMC Pro-Pac C18; 0-40% 0.1% trifluoroacetic acid in acetonitrile/0.1% trifluoroacetic acid in water gradient). Removal of the volatiles in vacuo afforded the title compound as a w...